Task: describe an organic reaction: reactants, conditions, products, and yield. Dataset: the Open Reaction Database (ORD), a public repository of structured organic reaction records The reactants are BrC=1C=CC=2N(C1)C(=CN2)C(=O)OCC (ethyl 6-bromoimidazo[1,2-a]pyridine-3-carboxylate), O.NN (hydrazine monohydrate). The solvent is C(C)O (ethanol). The product is BrC=1C=CC=2N(C1)C(=CN2)C(=O)NN (6-Bromoimidazo[1,2-a]pyridine-3-carboxylic acid hydrazide). Reaction SMILES: [Br:1][C:2]1[CH:3]=[CH:4][C:5]2[N:6]([C:8]([C:11]([O:13]CC)=O)=[CH:9][N:10]=2)[CH:7]=1.O.[NH2:17][NH2:18]>C(O)C>[Br:1][C:2]1[CH:3]=[CH:4][C:5]2[N:6]([C:8]([C:11]([NH:17][NH2:18])=[O:13])=[CH:9][N:10]=2)[CH:7]=1 |f:1.2|. Procedure details: A mixture of 1.94 g ethyl 6-bromoimidazo[1,2-a]pyridine-3-carboxylate, 6 mL hydrazine monohydrate and 20 mL ethanol was heated for 1 hour under reflux. The precipitated crystals were collected by filtration, washed with ethanol and dried under reduced pressure by a vacuum pump to give 1.71 g of the title compound as pale yellow crystals. The reactants are C(C)(=O)N1C(CC2=CC(=CC=C12)[N+](=O)[O-])=O (1-acetyl-5-nitro-2-indolinone), [H][H] (hydrogen). Reagents/catalysts: [Pd] (palladium on activated charcoal). Solvent: ClCCl (dichloromethane), CO (methanol). Product: C(C)(=O)N1C(CC2=CC(=CC=C12)N)=O (1-acetyl-5-amino-2-indolinone). RXN SMILES: [C:1]([N:4]1[C:12]2[C:7](=[CH:8][C:9]([N+:13]([O-])=O)=[CH:10][CH:11]=2)[CH2:6][C:5]1=[O:16])(=[O:3])[CH3:2].[H][H]>ClCCl.CO.[Pd]>[C:1]([N:4]1[C:12]2[C:7](=[CH:8][C:9]([NH2:13])=[CH:10][CH:11]=2)[CH2:6][C:5]1=[O:16])(=[O:3])[CH3:2]. Reported procedure: 30.0 g (136 mmol) of 1-acetyl-5-nitro-2-indolinone are dissolved in a mixture of 650 ml of dichloromethane and 650 ml of methanol and after the addition of 5 g of 10% palladium on activated charcoal the mixture is hydrogenated for 45 minutes with hydrogen. Then the catalyst is filtered off and evaporated down. The reactants are C1COC2(CCN(CC2)C(C2=CC=C(C=C2)Br)=O)O1 (1-(4-bromobenzoyl)-4-piperidone ethylene ketal), C[Sn](C=1SC=CN1)(C)C (trimethyl-2-thiazolylstannane). The reagents and catalysts are C=1C=CC(=CC1)[P](C=2C=CC=CC2)(C=3C=CC=CC3)[Pd]([P](C=4C=CC=CC4)(C=5C=CC=CC5)C=6C=CC=CC6)([P](C=7C=CC=CC7)(C=8C=CC=CC8)C=9C=CC=CC9)[P](C=1C=CC=CC1)(C=1C=CC=CC1)C=1C=CC=CC1 (tetrakis(triphenylphosphine)palladium(0)). The solvent is C1(=CC=CC=C1)C (toluene). The product is C1COC2(CCN(CC2)C(C2=CC=C(C=C2)C=2SC=CN2)=O)O1 (1-(4-(2-Thiazolyl)benzoyl)-4-piperidone ethylene ketal). Isolated yield 72.6%. As a reaction SMILES: [CH2:1]1[O:19][C:4]2([CH2:9][CH2:8][N:7]([C:10](=[O:18])[C:11]3[CH:16]=[CH:15][C:14](Br)=[CH:13][CH:12]=3)[CH2:6][CH2:5]2)[O:3][CH2:2]1.C[Sn](C)(C)[C:22]1[S:23][CH:24]=[CH:25][N:26]=1>C1(C)C=CC=CC=1.C1C=CC([P]([Pd]([P](C2C=CC=CC=2)(C2C=CC=CC=2)C2C=CC=CC=2)([P](C2C=CC=CC=2)(C2C=CC=CC=2)C2C=CC=CC=2)[P](C2C=CC=CC=2)(C2C=CC=CC=2)C2C=CC=CC=2)(C2C=CC=CC=2)C2C=CC=CC=2)=CC=1>[CH2:1]1[O:19][C:4]2([CH2:9][CH2:8][N:7]([C:10](=[O:18])[C:11]3[CH:16]=[CH:15][C:14]([C:22]4[S:23][CH:24]=[CH:25][N:26]=4)=[CH:13][CH:12]=3)[CH2:6][CH2:5]2)[O:3][CH2:2]1 |^1:39,41,60,79|. Procedure details: A solution of 1-(4-bromobenzoyl)-4-piperidone ethylene ketal (652 mg, 2 mmol) and trimethyl-2-thiazolylstannane (595 mg, 2.4 mmol) in degassed toluene was heated at reflux with tetrakis(triphenylphosphine)palladium(0) (200 mg, 0.17 mmol) for 16 h. The mixture was cooled, filtered through celite and evaporated. The residue was purified by flash chromatography on silica eluting with 50% ethyl acetate/hexane to yield a white solid (480 mg), MS (+CI) 331 [(M+H)+]. Starting materials: CC(C)(C)OC(=O)NCCc1cccc(O)c1, O=C([O-])[O-], CN(C)C=O, O=[N+]([O-])c1ccc(Cl)cc1F, [K+], [K+], O. Product: CC(C)(C)OC(=O)NCCc1cccc(Oc2cc(Cl)ccc2[N+](=O)[O-])c1. Reaction SMILES: [C:12]([CH3:13])([CH3:14])([CH3:15])[O:16][C:17](=[O:18])[NH:19][CH2:20][CH2:21][c:22]1[cH:23][c:24]([OH:28])[cH:25][cH:26][cH:27]1.[C:29](=[O:30])([O-:31])[O-:32].[CH3:35][N:36]([CH3:37])[CH:38]=[O:39].[Cl:1][c:2]1[cH:3][c:4]([F:11])[c:5]([N+:8](=[O:9])[O-:10])[cH:6][cH:7]1.[K+:33].[K+:34].[OH2:40]>>[Cl:1][c:2]1[cH:3][c:4]([O:28][c:24]2[cH:23][c:22]([CH2:21][CH2:20][NH:19][C:17]([O:16][C:12]([CH3:13])([CH3:14])[CH3:15])=[O:18])[cH:27][cH:26][cH:25]2)[c:5]([N+:8](=[O:9])[O-:10])[cH:6][cH:7]1. Starting materials: ClCCl, CC(C)(C)OC(=O)C1C(=O)NCc2cc(C(F)(F)F)cnc21, O=C(O)C(F)(F)F. The product is O=C1Cc2ncc(C(F)(F)F)cc2CN1. RXN SMILES: [Cl:30][CH2:31][Cl:32].[O:1]=[C:2]1[NH:3][CH2:4][c:5]2[cH:6][c:7]([C:19]([F:20])([F:21])[F:22])[cH:8][n:9][c:10]2[CH:11]1[C:12]([O:13][C:14]([CH3:15])([CH3:16])[CH3:17])=[O:18].[OH:23][C:24]([C:25]([F:26])([F:27])[F:28])=[O:29]>>[O:1]=[C:2]1[NH:3][CH2:4][c:5]2[cH:6][c:7]([C:19]([F:20])([F:21])[F:22])[cH:8][n:9][c:10]2[CH2:11]1. Starting materials: CC(O)CO, CC(C)=CCCC(C)=CCCC(C)CC#N, Cl, [K+], [OH-], O. Yields the product CC(C)=CCCC(C)=CCCC(C)CC(=O)O. As a reaction SMILES: [CH2:19]([OH:20])[CH:21]([OH:22])[CH3:23].[CH3:1][CH:2]([CH2:3][C:4]#[N:5])[CH2:6][CH2:7][CH:8]=[C:9]([CH2:10][CH2:11][CH:12]=[C:13]([CH3:14])[CH3:15])[CH3:16].[ClH:24].[K+:18].[OH-:17].[OH2:25]>>[CH3:1][CH:2]([CH2:3][C:4](=[O:17])[OH:22])[CH2:6][CH2:7][CH:8]=[C:9]([CH2:10][CH2:11][CH:12]=[C:13]([CH3:14])[CH3:15])[CH3:16].